This data is from the Open Reaction Database (ORD), a public repository of structured organic reaction records. The task is: describe an organic reaction: reactants, conditions, products, and yield Reactants: C(C)OC(CC(CC(=O)OCC)(C1=CC(=C(C=C1)C)C)C#N)=O (3-cyano-3-(3,4-dimethylphenyl)pentanedioic acid diethyl ester), C(C)O (ethanol), N (ammonia). The reagents and catalysts are [Ni] (Raney nickel). The solvent is CO.ClCCl (methanol dichloromethane). Reaction conditions: time 48 hour. Product: C(C)OC(CC1(CNC(C1)=O)C1=CC(=C(C=C1)C)C)=O ((3-(3,4-dimethylphenyl)-5-oxopyrrolidin-3-yl)acetic acid ethyl ester). As a reaction SMILES: [CH2:1]([O:3][C:4](=[O:23])[CH2:5][C:6]([C:21]#[N:22])([C:13]1[CH:18]=[CH:17][C:16]([CH3:19])=[C:15]([CH3:20])[CH:14]=1)[CH2:7][C:8](OCC)=[O:9])[CH3:2].C(O)C.N>[Ni].CO.ClCCl>[CH2:1]([O:3][C:4](=[O:23])[CH2:5][C:6]1([C:13]2[CH:18]=[CH:17][C:16]([CH3:19])=[C:15]([CH3:20])[CH:14]=2)[CH2:7][C:8](=[O:9])[NH:22][CH2:21]1)[CH3:2] |f:4.5|. Procedure details: Combine 3-cyano-3-(3,4-dimethylphenyl)pentanedioic acid diethyl ester (56 g, 177 mmol) and ethanol (500 mL) in a Parr bottle. Add Raney nickel (50 g) and an aqueous concentrated ammonia solution (85 mL). Hydrogenate at 50° C. and 100 psi for 48 h. Filter through a celite pad and rinse the solids with ethanol. Evaporate the filtrate in vacuo to obtain a residue. Chromatograph the residue on silica gel eluting with 6% methanol/dichloromethane to give the title compound.